Dataset: the Open Reaction Database (ORD), a public repository of structured organic reaction records. Task: describe an organic reaction: reactants, conditions, products, and yield Starting materials: CC1=CC=C(C=C1)C=1C(=CC=CC1)C(=O)NC1=CC=C(C(=O)N(C2=C(C=CC=C2)OCCCN2C(C=3C(C2=O)=CC=CC3)=O)C)C=C1 (4-(4′-methylbiphenyl-2-carboxamido)-N-methyl-N-[2-(3-phthalimidopropyloxy)phenyl]benzamide), O.NN (hydrazine hydrate), CO (methanol). Solvent: C(Cl)(Cl)Cl (chloroform), C(C)O (ethanol). Yields the product CC1=CC=C(C=C1)C=1C(=CC=CC1)C(=O)NC1=CC=C(C(=O)N(C2=C(C=CC=C2)OCCCN)C)C=C1 (4-(4′-methylbiphenyl-2-carboxamido)-N-methyl-N-[2-(3-aminopropyloxy)phenyl]benzamide). Isolated yield 98.5%. As a reaction SMILES: [CH3:1][C:2]1[CH:7]=[CH:6][C:5]([C:8]2[C:9]([C:14]([NH:16][C:17]3[CH:47]=[CH:46][C:20]([C:21]([N:23]([CH3:45])[C:24]4[CH:29]=[CH:28][CH:27]=[CH:26][C:25]=4[O:30][CH2:31][CH2:32][CH2:33][N:34]4C(=O)C5=CC=CC=C5C4=O)=[O:22])=[CH:19][CH:18]=3)=[O:15])=[CH:10][CH:11]=[CH:12][CH:13]=2)=[CH:4][CH:3]=1.O.NN.CO>C(O)C.C(Cl)(Cl)Cl>[CH3:1][C:2]1[CH:3]=[CH:4][C:5]([C:8]2[C:9]([C:14]([NH:16][C:17]3[CH:18]=[CH:19][C:20]([C:21]([N:23]([CH3:45])[C:24]4[CH:29]=[CH:28][CH:27]=[CH:26][C:25]=4[O:30][CH2:31][CH2:32][CH2:33][NH2:34])=[O:22])=[CH:46][CH:47]=3)=[O:15])=[CH:10][CH:11]=[CH:12][CH:13]=2)=[CH:6][CH:7]=1 |f:1.2|. Procedure: A mixture of 4-(4′-methylbiphenyl-2-carboxamido)-N-methyl-N-[2-(3-phthalimidopropyloxy)phenyl]benzamide (545 mg) and hydrazine hydrate (0.212 ml) in ethanol (20 ml) was refluxed for 4 hours. After removal of insoluble material, the filtrate was evaporated in vacuo to give an oil and the oil was subjected to a silica gel column (5% methanol in chloroform) to give 4-(4′-methylbiphenyl-2-carboxamido)-N-methyl-N-[2-(3-aminopropyloxy)phenyl]benzamide (425 mg).